From a dataset of the Open Reaction Database (ORD), a public repository of structured organic reaction records. describe an organic reaction: reactants, conditions, products, and yield Starting materials: C(C)(C)(C)OC(=O)N1CCC(CC1)(C)C(=O)N1CC2=CC=C(C=C2CC1)C(=O)OC (methyl 2-{[1-(tert-butoxycarbonyl)-4-methylpiperidin-4-yl]carbonyl}-1,2,3,4-tetrahydroisoquinoline-6-carboxylate), C(#N)[BH3-].[Na+] (sodium cyanoborohydride), Cl (HCl), C(C)=O (acetaldehyde), [O-]S(=O)(=O)[O-].[Mg+2] (MgSO4). The solvent is CO (MeOH). Reaction conditions: time 1 hour. Product: C(C)N1CCC(CC1)(C)C(=O)N1CC2=CC=C(C=C2CC1)C(=O)OC (methyl 2-[(1-ethyl-4-methylpiperidin-4-yl)carbonyl]-1,2,3,4-tetrahydroisoquinoline-6-carboxylate). Yield: 22.0%. RXN SMILES: C(O[C:6]([N:8]1[CH2:13][CH2:12][C:11]([C:15]([N:17]2[CH2:26][CH2:25][C:24]3[C:19](=[CH:20][CH:21]=[C:22]([C:27]([O:29][CH3:30])=[O:28])[CH:23]=3)[CH2:18]2)=[O:16])([CH3:14])[CH2:10][CH2:9]1)=O)(C)(C)C.Cl.[CH:32](=O)C.[O-]S([O-])(=O)=O.[Mg+2].C([BH3-])#N.[Na+]>CO>[CH2:6]([N:8]1[CH2:9][CH2:10][C:11]([C:15]([N:17]2[CH2:26][CH2:25][C:24]3[C:19](=[CH:20][CH:21]=[C:22]([C:27]([O:29][CH3:30])=[O:28])[CH:23]=3)[CH2:18]2)=[O:16])([CH3:14])[CH2:12][CH2:13]1)[CH3:32] |f:3.4,5.6|. Procedure details: A solution of methyl 2-{[1-(tert-butoxycarbonyl)-4-methylpiperidin-4-yl]carbonyl}-1,2,3,4-tetrahydroisoquinoline-6-carboxylate.[HCl] (0.260 g, 0.737 mmol) in MeOH (8.0 mL) was treated with acetaldehyde (0.414 g, 7.37 mmol) and MgSO4 (excess). The reaction mixture was stirred at rt for 1 h, and sodium cyanoborohydride (93 mg, 1.47 mmol) was added in portions. The resulting mixture was stirred for 3 h at rt and then filtered to remove the MgSO4. The filtrate was washed with water and brine, dried ... As a reaction SMILES: [Br:1][c:2]1[cH:3][cH:4][c:5]([Cl:11])[c:6]([C:7](=[O:8])[OH:9])[cH:10]1.[C:12]([n:13]1[cH:14][cH:15][n:16][cH:17]1)([n:18]1[cH:19][cH:20][n:21][cH:22]1)=[O:23].[C:24]([CH3:25])([CH3:26])([CH3:27])[OH:28].[CH3:40][N:41]([CH3:42])[CH:43]=[O:44].[CH3:45][CH2:46][O:47][CH2:48][CH3:49].[N:29]12[CH2:30][CH2:31][CH2:32][N:33]=[C:34]1[CH2:35][CH2:36][CH2:37][CH2:38][CH2:39]2>>[Br:1][c:2]1[cH:3][cH:4][c:5]([Cl:11])[c:6]([C:7](=[O:8])[O:9][C:24]([CH3:25])([CH3:26])[CH3:27])[cH:10]1. The reactants are O=C(O)c1cc(Br)ccc1Cl, O=C(n1ccnc1)n1ccnc1, CC(C)(C)O, CN(C)C=O, CCOCC, C1CCC2=NCCCN2CC1. Product: CC(C)(C)OC(=O)c1cc(Br)ccc1Cl. The reactants are O=C1CCC(=O)N1Br, O=C(OOC(=O)c1ccccc1)c1ccccc1, CCOC(C)=O, COC(=O)c1cccc(C(F)(F)F)c1C, CCCCCC, c1ccccc1. The product is COC(=O)c1cccc(C(F)(F)F)c1CBr. As a reaction SMILES: [Br:16][N:17]1[C:18](=[O:19])[CH2:20][CH2:21][C:22]1=[O:23].[C:24]([O:25][O:26][C:27](=[O:28])[c:29]1[cH:30][cH:31][cH:32][cH:33][cH:34]1)(=[O:35])[c:36]1[cH:37][cH:38][cH:39][cH:40][cH:41]1.[C:48]([O:49][CH2:50][CH3:51])(=[O:52])[CH3:53].[CH3:1][O:2][C:3]([c:4]1[c:5]([CH3:14])[c:6]([C:10]([F:11])([F:12])[F:13])[cH:7][cH:8][cH:9]1)=[O:15].[CH3:42][CH2:43][CH2:44][CH2:45][CH2:46][CH3:47].[cH:54]1[cH:55][cH:56][cH:57][cH:58][cH:59]1>>[CH3:1][O:2][C:3]([c:4]1[c:5]([CH2:14][Br:16])[c:6]([C:10]([F:11])([F:12])[F:13])[cH:7][cH:8][cH:9]1)=[O:15]. The reactants are C(C)OC(CBr)OCC (bromo-acetaldehyde diethyl acetal), [H-].[Na+] (sodium hydride), FC1=CC=C(C=C1)O (4-fluorophenol), [H][H] (hydrogen), ice water. Run in CN(C=O)C (N,N-dimethylformamide). Conditions: temperature 120 celsius. The product is C(C)OC(OC1=CC=C(C=C1)F)OCC (1-(diethoxymethoxy)-4-fluorobenzene). Yield: 89.8%. Reaction SMILES: [H-].[Na+].[F:3][C:4]1[CH:9]=[CH:8][C:7]([OH:10])=[CH:6][CH:5]=1.[H][H].[CH2:13]([O:15][CH:16]([O:19][CH2:20][CH3:21])CBr)[CH3:14]>CN(C)C=O>[CH2:13]([O:15][CH:16]([O:19][CH2:20][CH3:21])[O:10][C:7]1[CH:8]=[CH:9][C:4]([F:3])=[CH:5][CH:6]=1)[CH3:14] |f:0.1|. Procedure: To a suspension of sodium hydride (11.24 g, 281.00 mmol) in anhydrous N,N-dimethylformamide (500 mL) was added 4-fluorophenol (26.21 g, 233.96 mmol) at 0° C. After hydrogen evolution had ceased, bromo-acetaldehyde diethyl acetal (55 g, 280.60 mmol) was added. The reaction was heated at 120° C. overnight. The mixture was poured into ice-water, extracted with ethyl acetate (3×150 mL), washed with 1N sodium hydroxide (3×100 mL), and brine (3×100 mL). The organic layer was dried over anhydrous sodiu... Reactants: C(N)(=O)C1=CC=CC=2N=C(OC21)C2CCN(CC2)C(=O)OCC2=CC=CC=C2 (benzyl 4-(7-carbamoylbenzo[d]oxazol-2-yl)piperidine-1-carboxylate), C(CC)=O (propionaldehyde), [H][H] (hydrogen). Reagents/catalysts: [Pd] (Pd/C). Solvent: CO (methanol). The product is C(CC)N1CCC(CC1)C=1OC2=C(N1)C=CC=C2C(=O)N (2-(1-propylpiperidin-4-yl)benzo[d]oxazole-7-carboxamide). Isolated yield 46.6%. As a reaction SMILES: [C:1]([C:4]1[C:12]2[O:11][C:10]([CH:13]3[CH2:18][CH2:17][N:16]([C:19](OCC4C=CC=CC=4)=O)[CH2:15][CH2:14]3)=[N:9][C:8]=2[CH:7]=[CH:6][CH:5]=1)(=[O:3])[NH2:2].[CH:29](=O)[CH2:30]C.[H][H]>CO.[Pd]>[CH2:19]([N:16]1[CH2:15][CH2:14][CH:13]([C:10]2[O:11][C:12]3[C:4]([C:1]([NH2:2])=[O:3])=[CH:5][CH:6]=[CH:7][C:8]=3[N:9]=2)[CH2:18][CH2:17]1)[CH2:29][CH3:30]. Reported procedure: A mixture of benzyl 4-(7-carbamoylbenzo[d]oxazol-2-yl)piperidine-1-carboxylate (200 mg, 0.53 mmol), propionaldehyde (40 mg, 0.7 mmol) and 10% Pd/C (20 mg) in methanol (20 mL) was stirred at room temperature over 1 atm hydrogen for 4 hr. The mixture was filtered, and evaporated under reduced pressure. The residue was purified by prep-HPLC to give 2-(1-propylpiperidin-4-yl)benzo[d]oxazole-7-carboxamide (71 mg, yield 46%). 1H-NMR (400 MHz, DMSO-d6) δ (ppm): 0.84-0.88 (t, J=7.2 Hz, 1H), 1.43-1.48 (m... Starting materials: C(C1=CC=CC=C1)OC1=C(C(=C(C(=C1)CO)O)C)C (4-benzyloxy-6-hydroxymethyl-2,3-dimethyl-phenol), C=1(C(=CC=CC1)S(=O)(=O)O)C (toluene sulfonic acid). Solvent: COC(C)(C)OC (dimethoxypropane). Product: C(C1=CC=CC=C1)OC=1C(=C(C2=C(COC(O2)(C)C)C1)C)C (6-benzyloxy-2,2,7,8-tetramethyl-4H-benzo[1,3]dioxine). Isolated yield 709.0%. Reaction SMILES: [CH2:1]([O:8][C:9]1[CH:14]=[C:13]([CH2:15][OH:16])[C:12]([OH:17])=[C:11]([CH3:18])[C:10]=1[CH3:19])[C:2]1[CH:7]=[CH:6][CH:5]=[CH:4][CH:3]=1.[C:20]1(C)[C:21](S(O)(=O)=O)=CC=C[CH:25]=1>COC(OC)(C)C>[CH2:1]([O:8][C:9]1[C:10]([CH3:19])=[C:11]([CH3:18])[C:12]2[O:17][C:20]([CH3:21])([CH3:25])[O:16][CH2:15][C:13]=2[CH:14]=1)[C:2]1[CH:3]=[CH:4][CH:5]=[CH:6][CH:7]=1. Procedure: A solution of 4-benzyloxy-6-hydroxymethyl-2,3-dimethyl-phenol (86 mg, 0.33 mmol) in dimethoxypropane (10 mL) in the presence of toluene sulfonic acid (7 mg) was stirred at RT for 15 h. It was added 30 mg of anion-exchange resin and stirring was continued for 20 more min. The resin was then filtered off and the solution was concentrated. The crude product was purified on silicagel column chromatography to afford 6-benzyloxy-2,2,7,8-tetramethyl-4H-benzo[1,3]dioxine as a white sticky solid (86 mg).... Starting materials: CO, CC(C)(C)OC(=O)N1C(c2ccc(OCc3ccccc3)cc2)CCC1(C)C(N)=O. Product: CC(C)(C)OC(=O)N1C(c2ccc(O)cc2)CCC1(C)C(N)=O. As a reaction SMILES: [CH3:31][OH:32].[NH2:1][C:2](=[O:3])[C:4]1([CH3:30])[N:5]([C:23](=[O:24])[O:25][C:26]([CH3:27])([CH3:28])[CH3:29])[CH:6]([c:9]2[cH:10][cH:11][c:12]([O:15][CH2:16][c:17]3[cH:18][cH:19][cH:20][cH:21][cH:22]3)[cH:13][cH:14]2)[CH2:7][CH2:8]1>>[NH2:1][C:2](=[O:3])[C:4]1([CH3:30])[N:5]([C:23](=[O:24])[O:25][C:26]([CH3:27])([CH3:28])[CH3:29])[CH:6]([c:9]2[cH:10][cH:11][c:12]([OH:15])[cH:13][cH:14]2)[CH2:7][CH2:8]1. The reactants are ClC1=NC=NC(=C1)OCC#CC (4-chloro-6-(2-butynyloxy)pyrimidine), C([O-])([O-])=O.[K+].[K+] (potassium carbonate), FC1=C(C=CC(=C1)[N+](=O)[O-])O (2-fluoro-4-nitrophenol), [Cl-].[NH4+] (ammonium chloride). The solvent is CN(C=O)C (N,N-dimethylformamide). Conditions: temperature 60 celsius, time 7 hour. The product is FC1=C(OC2=NC=NC(=C2)OCC#CC)C=CC(=C1)[N+](=O)[O-] (4-(2-fluoro-4-nitrophenoxy)-6-(2-butynyloxy)pyrimidine). Isolated yield 21.1%. Reaction SMILES: Cl[C:2]1[CH:7]=[C:6]([O:8][CH2:9][C:10]#[C:11][CH3:12])[N:5]=[CH:4][N:3]=1.C(=O)([O-])[O-].[K+].[K+].[F:19][C:20]1[CH:25]=[C:24]([N+:26]([O-:28])=[O:27])[CH:23]=[CH:22][C:21]=1[OH:29].[Cl-].[NH4+]>CN(C)C=O>[F:19][C:20]1[CH:25]=[C:24]([N+:26]([O-:28])=[O:27])[CH:23]=[CH:22][C:21]=1[O:29][C:2]1[CH:7]=[C:6]([O:8][CH2:9][C:10]#[C:11][CH3:12])[N:5]=[CH:4][N:3]=1 |f:1.2.3,5.6|. Reported procedure: To 2 ml of N,N-dimethylformamide were added 0.2 g of 4-chloro-6-(2-butynyloxy)pyrimidine, 0.23 g of potassium carbonate, and 0.21 g of 2-fluoro-4-nitrophenol, followed by stirring at 60° C. for 7 hours. The reaction mixture was then left for cooling to room temperature and poured into a saturated aqueous ammonium chloride solution, which was extracted three times with chloroform. The chloroform layers were combined, washed with diluted hydrochloric acid and then with water, and dried over anhydr... Reactants: Cc1cccc(O)c1NC(=O)c1ccc(Cl)c(Br)c1, CC(C)(C)OC(=O)CCCBr, [K+], [K+], O=C([O-])[O-], CN(C)C=O. Product: Cc1cccc(OCCCC(=O)OC(C)(C)C)c1NC(=O)c1ccc(Cl)c(Br)c1. As a reaction SMILES: [Br:1][c:2]1[cH:3][c:4]([C:5](=[O:6])[NH:7][c:8]2[c:9]([OH:15])[cH:10][cH:11][cH:12][c:13]2[CH3:14])[cH:16][cH:17][c:18]1[Cl:19].[Br:20][CH2:21][CH2:22][CH2:23][C:24](=[O:25])[O:26][C:27]([CH3:28])([CH3:29])[CH3:30].[K+:31].[K+:32].[O-:33][C:34]([O-:35])=[O:36].[O:37]=[CH:38][N:39]([CH3:40])[CH3:41]>>[Br:1][c:2]1[cH:3][c:4]([C:5](=[O:6])[NH:7][c:8]2[c:9]([O:15][CH2:21][CH2:22][CH2:23][C:24](=[O:25])[O:26][C:27]([CH3:28])([CH3:29])[CH3:30])[cH:10][cH:11][cH:12][c:13]2[CH3:14])[cH:16][cH:17][c:18]1[Cl:19]. Starting materials: N1=CC=CC=C1 (pyridine), C1(CC1)CN1C(=NC2=C1C=CC(=C2)S(=O)(=O)Cl)CC2=CC=C(C=C2)OCC (1-(cyclopropylmethyl)-2-(4-ethoxybenzyl)-1H-benzimidazole-5-sulfonyl chloride), C(C)N (ethyl amine). Solvent: C(C)OCC (diethyl ether), C(Cl)Cl (CH2Cl2). Run at time 8 hour. Product: C1(CC1)CN1C(=NC2=C1C=CC(=C2)S(=O)(=O)NCC)CC2=CC=C(C=C2)OCC (1-(Cyclopropylmethyl)-2-(4-ethoxybenzyl)-N-ethyl-1H-benzimidazole-5-sulfonamide), Cl (HCl). RXN SMILES: [CH:1]1([CH2:4][N:5]2[C:9]3[CH:10]=[CH:11][C:12]([S:14]([Cl:17])(=[O:16])=[O:15])=[CH:13][C:8]=3[N:7]=[C:6]2[CH2:18][C:19]2[CH:24]=[CH:23][C:22]([O:25][CH2:26][CH3:27])=[CH:21][CH:20]=2)[CH2:3][CH2:2]1.[CH2:28]([NH2:30])[CH3:29].N1C=CC=CC=1>C(Cl)Cl.C(OCC)C>[CH:1]1([CH2:4][N:5]2[C:9]3[CH:10]=[CH:11][C:12]([S:14]([NH:30][CH2:28][CH3:29])(=[O:16])=[O:15])=[CH:13][C:8]=3[N:7]=[C:6]2[CH2:18][C:19]2[CH:24]=[CH:23][C:22]([O:25][CH2:26][CH3:27])=[CH:21][CH:20]=2)[CH2:3][CH2:2]1.[ClH:17]. Procedure: Following general procedure 36B: Used 1-(cyclopropylmethyl)-2-(4-ethoxybenzyl)-1H-benzimidazole-5-sulfonyl chloride (from 0.2 mmol of aniline precursor), ethyl amine (2M solution in THF, 0.4 mmol) and pyridine (0.5 mL) in CH2Cl2 (4 mL). The resulting mixture was stirred at room temperature overnight. Isolated the desired product as the HCl salt after column chromatography and treatment with 1 M HCl solution in diethyl ether (61 mg, 87%). 1H NMR (400 MHz, CD3OD): δ 8.28 (s, 1H), 7.78 (d, J=8.0 Hz...